This data is from the Open Reaction Database (ORD), a public repository of structured organic reaction records. The task is: describe an organic reaction: reactants, conditions, products, and yield Starting materials: Cl.C1(=CC=CC=C1)NC(NN)=O (4-phenyl semicarbazide hydrochloride), N(O)=C1C(C2=CC=CC=C2C1=O)=O (2-oximino indan-1,3-dione). The solvent is O (water), C(C)O (ethanol). Yields the product N(O)=C1C(C2=CC=CC=C2C1=O)=NNC(=O)NC1=CC=CC=C1 (2-oximino-1-(4-phenyl semicarbazono)-3-indanone). RXN SMILES: Cl.[C:2]1([NH:8][C:9](=[O:12])[NH:10][NH2:11])[CH:7]=[CH:6][CH:5]=[CH:4][CH:3]=1.[N:13](=[C:15]1[C:23](=O)[C:22]2[C:17](=[CH:18][CH:19]=[CH:20][CH:21]=2)[C:16]1=[O:25])[OH:14]>O.C(O)C>[N:13](=[C:15]1[C:16](=[O:25])[C:17]2[C:22](=[CH:21][CH:20]=[CH:19][CH:18]=2)[C:23]1=[N:11][NH:10][C:9]([NH:8][C:2]1[CH:3]=[CH:4][CH:5]=[CH:6][CH:7]=1)=[O:12])[OH:14] |f:0.1|. Reported procedure: 0.01 mol of 4-phenyl semicarbazide hydrochloride in solution in 10 ml water was added to a solution of 0.01 mol of 2-oximino indan-1,3-dione in 60 ml ethanol. The reaction mixture was refluxed for 1 hour. The precipitate formed was centrifuged when hot, dried and recrystallised from acetonitrile. Reactants: CO, CCOC(=O)c1c[nH]c(C(=O)c2ccc(Cl)cc2)c1, [Na+], [OH-]. The product is O=C(O)c1c[nH]c(C(=O)c2ccc(Cl)cc2)c1. As a reaction SMILES: [CH3:22][OH:23].[Cl:1][c:2]1[cH:3][cH:4][c:5]([C:6](=[O:7])[c:8]2[cH:9][c:10]([C:13](=[O:14])[O:15][CH2:16][CH3:17])[cH:11][nH:12]2)[cH:18][cH:19]1.[Na+:21].[OH-:20]>>[Cl:1][c:2]1[cH:3][cH:4][c:5]([C:6](=[O:7])[c:8]2[cH:9][c:10]([C:13](=[O:14])[OH:15])[cH:11][nH:12]2)[cH:18][cH:19]1. The reactants are ClC1=NC(=NC=C1C#N)C1=CC=C(C=C1)CCCC (4-chloro-5-cyano-2-(4-n-butylphenyl)-pyrimidine). The reagents and catalysts are [Zn] (zinc). Run in O1CCOCC1 (dioxane). The product is C(#N)C=1C=NC(=NC1)C1=CC=C(C=C1)CCCC (5-cyano-2-(4-n-butylphenyl)-pyrimidine). Reaction SMILES: Cl[C:2]1[C:7]([C:8]#[N:9])=[CH:6][N:5]=[C:4]([C:10]2[CH:15]=[CH:14][C:13]([CH2:16][CH2:17][CH2:18][CH3:19])=[CH:12][CH:11]=2)[N:3]=1>[Zn].O1CCOCC1>[C:8]([C:7]1[CH:2]=[N:3][C:4]([C:10]2[CH:15]=[CH:14][C:13]([CH2:16][CH2:17][CH2:18][CH3:19])=[CH:12][CH:11]=2)=[N:5][CH:6]=1)#[N:9]. Procedure: 5.2 G. of 4-chloro-5-cyano-2-(4-n-butylphenyl)-pyrimidine are reacted in 230 ml. of 50% dioxane with 21.7 g. of pre-treated zinc dust and worked up after the reaction in a manner analogous to that described in Example 13. There is obtained 5-cyano-2-(4-n-butylphenyl)-pyrimidine as colorless crystals of melting point 108.6°-109.5° C., which on cooling are nematic (monotropic) at 101.5° C. The substance is identical with the compound obtained according to Example 8. The reactants are C1CCNCC1, CS(C)=O, O=[N+]([O-])c1ccc(F)cc1, O. Product: O=[N+]([O-])c1ccc(N2CCCCC2)cc1. As a reaction SMILES: [CH2:1]1[CH2:2][CH2:3][NH:4][CH2:5][CH2:6]1.[CH3:17][S:18]([CH3:19])=[O:20].[F:7][c:8]1[cH:9][cH:10][c:11]([N+:14](=[O:15])[O-:16])[cH:12][cH:13]1.[OH2:21]>>[CH2:1]1[CH2:2][CH2:3][N:4]([c:8]2[cH:9][cH:10][c:11]([N+:14](=[O:15])[O-:16])[cH:12][cH:13]2)[CH2:5][CH2:6]1. Starting materials: C(C1=CC=CC=C1)OC1=C2C(=CN(C2=C(C=C1)F)C)CCN(C)C (4-Benzyloxy-3-(2-dimethylaminoethyl)-7-fluoro-1-methyl-1H-indole), CN(CCC1=CN(C=2C=C(C=C(C12)O)F)CC)C (3-(2-(dimethylamino)ethyl)-1-ethyl-6-fluoro-1H-indol-4-ol), ClC1=CC=C(C=C1)CCl (1-chloro-4-(chloromethyl)benzene). Yields the product ClC1=CC=C(COC2=C3C(=CN(C3=CC(=C2)F)CC)CCN(C)C)C=C1 (2-(4-(4-chlorobenzyloxy)-1-ethyl-6-fluoro-1H-indol-3-yl)-N,N-dimethylethanamine). Reaction SMILES: C(OC1C=CC(F)=C2C=1C(CCN(C)C)=CN2C)C1C=CC=CC=1.[CH3:25][N:26]([CH3:42])[CH2:27][CH2:28][C:29]1[C:37]2[C:36]([OH:38])=[CH:35][C:34]([F:39])=[CH:33][C:32]=2[N:31]([CH2:40][CH3:41])[CH:30]=1.[Cl:43][C:44]1[CH:49]=[CH:48][C:47]([CH2:50]Cl)=[CH:46][CH:45]=1>>[Cl:43][C:44]1[CH:49]=[CH:48][C:47]([CH2:50][O:38][C:36]2[CH:35]=[C:34]([F:39])[CH:33]=[C:32]3[C:37]=2[C:29]([CH2:28][CH2:27][N:26]([CH3:25])[CH3:42])=[CH:30][N:31]3[CH2:40][CH3:41])=[CH:46][CH:45]=1. Procedure details: Following the procedure (step 7, scheme 1) used to prepare compound 1-8c, compound 1-9b and 1-chloro-4-(chloromethyl)benzene were used as starting material to obtain compound 1-10b. The reactants are B(c1c(ccc2c1cnn2C3CCCCO3)C)(O)O, IC1=CC=C2N=CC=CC2=C1. Reagents/catalysts: [OH-].[Na+], CC(C)(C)c1ccc(cc1)c2ccc(cc2)C(C)(C)C, CC(C)(C)P(C(C)(C)C)C(C)(C)C, CC(=O)[O-].CC(=O)[O-].[Pd+2]. Solvent: O, CN(C)C=O, CCC1=CC(CC)=CC=C1, CC#N, O, Cc1ccccc1, CCc1cc(CC)cc(CC)c1. Conditions: temperature 100 celsius, pressure 100 bar, time 1 minute. Yields the product CC(C=C1)=C(C2=CC=C(N=CC=C3)C3=C2)C4=C1N(C5OCCCC5)N=C4. The yield is 93.3%. The reactants are resultant mixture, O(C1=CC=CC=C1)CCCCCCC=O (7-(Phenoxy)heptanal), CeCl3, [Mg+2].[Br-].[Br-] (MgBr2), CCOCC (Et2O), solution, CN1OC=CN1 (2-methyl-oxadiazole), [Li]CCCC (n-BuLi). Run in C1CCOC1 (THF), hexanes, C1CCOC1 (THF). Run at temperature -50 celsius, time 15 minute. Product: O(C1=CC=CC=C1)CCCCCCC(O)C=1OC(=NN1)C (7-Phenoxy-1-(5-methyl-1,3,4-oxadiazol-2-yl)-heptan-1-ol). Yield: 53.1%. As a reaction SMILES: [CH3:1][N:2]1[NH:6][CH:5]=[CH:4]O1.[Li]CCCC.[Mg+2].[Br-].[Br-].CC[O:17]CC.[O:20]([CH2:27][CH2:28][CH2:29][CH2:30][CH2:31][CH2:32][CH:33]=[O:34])[C:21]1[CH:26]=[CH:25][CH:24]=[CH:23][CH:22]=1>C1COCC1>[O:20]([CH2:27][CH2:28][CH2:29][CH2:30][CH2:31][CH2:32][CH:33]([C:1]1[O:17][C:5]([CH3:4])=[N:6][N:2]=1)[OH:34])[C:21]1[CH:26]=[CH:25][CH:24]=[CH:23][CH:22]=1 |f:2.3.4|. Procedure: To a stirred solution of 63 (0.252 g, 3 mmol) in anhydrous THF (5 mL), at −78° C., under a nitrogen atmosphere, was added n-BuLi (1.2 mL, 3 mmol, using a 2.5 M solution in hexanes) dropwise. Stirring was continued for 15 min at −78° C. and then MgBr2.Et2O (0.774 g, 3 mmol) was added. The resulting mixture was warmed to −50° C. over a 2 hours period, and then it was transferred by cannula to a cooled (−78° C.) slurry of 62.1 (0.125 g, 0.6 mmol) and CeCl3, (0.738 g, 3 mmol) in anhydrous THF (6 mL)...